From a dataset of the Open Reaction Database (ORD), a public repository of structured organic reaction records. describe an organic reaction: reactants, conditions, products, and yield Reactants: COC=1C=C(CC2NCCC3=CC(=C(C=C23)OC)OC)C=CC1OC (1-(3,4-Dimethoxy-benzyl)-6,7-dimethoxy-1,2,3,4-tetrahydroisoquinoline), BrCC(=O)Br (2-bromoacetyl bromide), N1=C(C=CC=C1)CN (2-picolylamine). Yields the product COC=1C=C(CC2N(CCC3=CC(=C(C=C23)OC)OC)CC(=O)NCC2=NC=CC=C2)C=CC1OC (2-[1-(3,4-Dimethoxy-benzyl)-6,7-dimethoxy-3,4-dihydro-1H-isoquinolin-2-yl]-N-(pyridin-2-yl-methyl)-acetamide). RXN SMILES: [CH3:1][O:2][C:3]1[CH:4]=[C:5]([CH:21]=[CH:22][C:23]=1[O:24][CH3:25])[CH2:6][CH:7]1[C:16]2[C:11](=[CH:12][C:13]([O:19][CH3:20])=[C:14]([O:17][CH3:18])[CH:15]=2)[CH2:10][CH2:9][NH:8]1.Br[CH2:27][C:28](Br)=[O:29].[N:31]1[CH:36]=[CH:35][CH:34]=[CH:33][C:32]=1[CH2:37][NH2:38]>>[CH3:1][O:2][C:3]1[CH:4]=[C:5]([CH:21]=[CH:22][C:23]=1[O:24][CH3:25])[CH2:6][CH:7]1[C:16]2[C:11](=[CH:12][C:13]([O:19][CH3:20])=[C:14]([O:17][CH3:18])[CH:15]=2)[CH2:10][CH2:9][N:8]1[CH2:27][C:28]([NH:38][CH2:37][C:32]1[CH:33]=[CH:34][CH:35]=[CH:36][N:31]=1)=[O:29]. Procedure details: prepared by reaction of 1-(3,4-Dimethoxy-benzyl)-6,7-dimethoxy-1,2,3,4-tetrahydroisoquinoline and 2-bromoacetyl bromide with 2-picolylamine The reactants are BrC=1C(=NC=C(C(=O)NC2=CC=C(C=C2)OC(F)(F)F)C1)N(CCO)CC (5-bromo-6-(ethyl(2-hydroxyethyl)amino)-N-(4-(trifluoromethoxy)phenyl)nicotinamide), FC=1C=C(C=NC1)B(O)O ((5-fluoropyridin-3-yl)boronic acid). Yields the product C(C)N(C1=NC=C(C=C1C=1C=NC=C(C1)F)C(=O)NC1=CC=C(C=C1)OC(F)(F)F)CCO (2-(Ethyl(2-hydroxyethyl)amino)-5′-fluoro-N-(4-(trifluoromethoxy)phenyl)-[3,3′-bipyridine]-5-carboxamide). RXN SMILES: Br[C:2]1[C:3]([N:22]([CH2:26][CH3:27])[CH2:23][CH2:24][OH:25])=[N:4][CH:5]=[C:6]([CH:21]=1)[C:7]([NH:9][C:10]1[CH:15]=[CH:14][C:13]([O:16][C:17]([F:20])([F:19])[F:18])=[CH:12][CH:11]=1)=[O:8].[F:28][C:29]1[CH:30]=[C:31](B(O)O)[CH:32]=[N:33][CH:34]=1>>[CH2:26]([N:22]([CH2:23][CH2:24][OH:25])[C:3]1[C:2]([C:31]2[CH:32]=[N:33][CH:34]=[C:29]([F:28])[CH:30]=2)=[CH:21][C:6]([C:7]([NH:9][C:10]2[CH:15]=[CH:14][C:13]([O:16][C:17]([F:20])([F:19])[F:18])=[CH:12][CH:11]=2)=[O:8])=[CH:5][N:4]=1)[CH3:27]. Procedure: The title compound was prepared in an analogous fashion to that described in Example 151 using 5-bromo-6-(ethyl(2-hydroxyethyl)amino)-N-(4-(trifluoromethoxy)phenyl)nicotinamide (Stage 156.1) and (5-fluoropyridin-3-yl)boronic acid to afford a white solid. UPLC-MS (Condition 3) tR=1.09 min, m/z=465.3 [M+H]+, m/z=463.4 [M−H]−; 1H-NMR (400 MHz, DMSO-d6) δ ppm 0.90 (t, J=7.03 Hz, 3H) 3.16 (q, J=7.03 Hz, 2H) 3.35-3.42 (m, 2H) 3.49 (br. s, 2H) 4.62 (br. s, 1H) 7.36 (d, J=8.41 Hz, 2H) 7.80-7.89 (m, 2H) ... Starting materials: [H-].[Na+] (sodium hydride), OC12CC3C(C(CC(C1)C3)C2)=O (5-hydroxy-2-adamantanone), CI (methyl iodide), [Cl-].[Na+] (sodium chloride). Run in CN(C=O)C (N,N-dimethylformamide). Reaction conditions: temperature 50 celsius, time 8 hour. The product is COC12CC3C(C(CC(C1)C3)C2)=O (5-Methoxytricyclo[3.3.1.13,7]decan-2-one). As a reaction SMILES: [H-].[Na+].[OH:3][C:4]12[CH2:13][CH:8]3[CH2:9][CH:10]([CH2:12][CH:6]([C:7]3=[O:14])[CH2:5]1)[CH2:11]2.[CH3:15]I.[Cl-].[Na+]>CN(C)C=O>[CH3:15][O:3][C:4]12[CH2:13][CH:8]3[CH2:9][CH:10]([CH2:12][CH:6]([C:7]3=[O:14])[CH2:5]1)[CH2:11]2 |f:0.1,4.5|. Procedure details: 55% sodium hydride (40 mg, 0.917 mmol) in N,N-dimethylformamide (1 mL) was mixed with 5-hydroxy-2-adamantanone (100 mg, 0.602 mmol) and methyl iodide (750 μL, 12 mmol) at 0° C. and stirred at 50° C. for 8 hours. After completion of the reaction, the reaction solution was mixed with saturated aqueous sodium chloride and extracted with ethyl acetate. The organic layer was dried over anhydrous sodium sulfate and evaporated under reduced pressure. The resulting crude reaction product containing the ...